From a dataset of the Open Reaction Database (ORD), a public repository of structured organic reaction records. describe an organic reaction: reactants, conditions, products, and yield The reactants are COc1ccc(C(C)=O)cc1OC(C)C, Cl, NOCc1ccc([N+](=O)[O-])cc1. Yields the product COc1ccc(C(C)=NOCc2ccc([N+](=O)[O-])cc2)cc1OC(C)C. RXN SMILES: [CH:1]([CH3:2])([CH3:3])[O:4][c:5]1[cH:6][c:7]([C:13]([CH3:14])=[O:15])[cH:8][cH:9][c:10]1[O:11][CH3:12].[ClH:16].[N+:17](=[O:18])([O-:19])[c:20]1[cH:21][cH:22][c:23]([CH2:24][O:25][NH2:26])[cH:27][cH:28]1>>[CH:1]([CH3:2])([CH3:3])[O:4][c:5]1[cH:6][c:7]([C:13]([CH3:14])=[N:26][O:25][CH2:24][c:23]2[cH:22][cH:21][c:20]([N+:17](=[O:18])[O-:19])[cH:28][cH:27]2)[cH:8][cH:9][c:10]1[O:11][CH3:12].